From a dataset of the Open Reaction Database (ORD), a public repository of structured organic reaction records. describe an organic reaction: reactants, conditions, products, and yield Starting materials: CN(C)C=O, O=Cc1cnn2c(NC3CC3)cc(Cl)nc12, [N-]=[N+]=[N-], [Na+], O. Yields the product [N-]=[N+]=Nc1cc(NC2CC2)n2ncc(C=O)c2n1. Reaction SMILES: [CH3:22][N:23]([CH3:24])[CH:25]=[O:26].[Cl:1][c:2]1[n:3][c:4]2[n:5]([c:6]([NH:8][CH:9]3[CH2:10][CH2:11]3)[cH:7]1)[n:12][cH:13][c:14]2[CH:15]=[O:16].[N-:18]=[N+:19]=[N-:20].[Na+:17].[OH2:21]>>[c:2]1([N:18]=[N+:19]=[N-:20])[n:3][c:4]2[n:5]([c:6]([NH:8][CH:9]3[CH2:10][CH2:11]3)[cH:7]1)[n:12][cH:13][c:14]2[CH:15]=[O:16]. Starting materials: Br, COCCn1c(=N)sc2ccccc21, O=C(O)c1ccc2ccccc2c1O. The product is COCCn1c(=NC(=O)c2ccc3ccccc3c2O)sc2ccccc21. RXN SMILES: [BrH:1].[CH3:2][O:3][CH2:4][CH2:5][n:6]1[c:7](=[NH:15])[s:8][c:9]2[c:10]1[cH:11][cH:12][cH:13][cH:14]2.[OH:16][C:17](=[O:18])[c:19]1[cH:20][cH:21][c:22]2[cH:23][cH:24][cH:25][cH:26][c:27]2[c:28]1[OH:29]>>[CH3:2][O:3][CH2:4][CH2:5][n:6]1[c:7](=[N:15][C:17](=[O:16])[c:19]2[cH:20][cH:21][c:22]3[cH:23][cH:24][cH:25][cH:26][c:27]3[c:28]2[OH:29])[s:8][c:9]2[c:10]1[cH:11][cH:12][cH:13][cH:14]2. The reactants are C(C)OC(C(C(=O)OCC)(CCSC1=CC=CC=C1)CCSC1=CC=CC=C1)=O (2,2-bis-(2-phenylsulfanyl-ethyl)-malonic acid diethyl ester), [OH-].[Li+] (lithium hydroxide). The solvent is C(C)O (ethanol), O (water), O (water). Run at temperature 49 celsius, time 2 hour. The product is C1(=CC=CC=C1)SCCC(C(=O)O)(C(=O)O)CCSC1=CC=CC=C1 (2,2-bis-(2-phenylsulfanyl-ethyl)-malonic acid). The yield is 115.2%. RXN SMILES: C([O:3][C:4](=[O:29])[C:5]([CH2:20][CH2:21][S:22][C:23]1[CH:28]=[CH:27][CH:26]=[CH:25][CH:24]=1)([CH2:11][CH2:12][S:13][C:14]1[CH:19]=[CH:18][CH:17]=[CH:16][CH:15]=1)[C:6]([O:8]CC)=[O:7])C.[OH-].[Li+]>C(O)C.O>[C:23]1([S:22][CH2:21][CH2:20][C:5]([CH2:11][CH2:12][S:13][C:14]2[CH:15]=[CH:16][CH:17]=[CH:18][CH:19]=2)([C:4]([OH:29])=[O:3])[C:6]([OH:8])=[O:7])[CH:24]=[CH:25][CH:26]=[CH:27][CH:28]=1 |f:1.2|. Procedure: A solution of 2,2-bis-(2-phenylsulfanyl-ethyl)-malonic acid diethyl ester (5.614 g) in ethanol (100 mL) was treated with lithium hydroxide (2.84 g) in water (10 mL). The reaction mixture was heated at 49° C. for 17 hours followed by 85° C. for 2 hours. The solvents were evaporated at reduced pressure to give a residue that was treated with water (100 mL) and washed with ether. The aqueous layer was cooled on ice, acidified and the product extracted with ethyl acetate. The extracts were dried ove... The reactants are Cc1ccc(N)c(Br)c1, COCCOC, [Na+], [Na+], O=C([O-])[O-], O, OB(O)c1ccccc1. The product is Cc1ccc(N)c(-c2ccccc2)c1. RXN SMILES: [Br:1][c:2]1[c:3]([NH2:9])[cH:4][cH:5][c:6]([CH3:8])[cH:7]1.[CH3:26][O:27][CH2:28][CH2:29][O:30][CH3:31].[Na+:19].[Na+:20].[O-:21][C:22](=[O:23])[O-:24].[OH2:25].[c:10]1([B:16]([OH:17])[OH:18])[cH:11][cH:12][cH:13][cH:14][cH:15]1>>[c:2]1(-[c:10]2[cH:11][cH:12][cH:13][cH:14][cH:15]2)[c:3]([NH2:9])[cH:4][cH:5][c:6]([CH3:8])[cH:7]1. Reported procedure: To a solution of 3-[3-(phenylsulfonyl)-1H-indol-4-yl]propyl 4-methylbenzenesulfonate (0.21 g, 0.447 mmol) in anhydrous THF (5 mL) was added N-ethylmethylamine (0.77 mL, 8.944 mmol) and the reaction mixture heated to 65° C. in a sealed vessel for 16 hours. The cooled reaction mixture was then diluted with 1 N aqueous NaOH (50 mL) and the resulting milky suspension extracted with ethyl acetate (50 mL). The organic phase was separated, washed with water (50 mL) and brine (50 mL), dried (Na2SO4), fi... The solvent is [OH-].[Na+] (NaOH). Starting materials: CC1=CC=C(C=C1)S(=O)(=O)OCCCC1=C2C(=CNC2=CC=C1)S(=O)(=O)C1=CC=CC=C1 (3-[3-(phenylsulfonyl)-1H-indol-4-yl]propyl 4-methylbenzenesulfonate), C(C)NC (N-ethylmethylamine), C1CCOC1 (THF). Run at temperature 65 celsius. Product: C(C)N(CCCC1=C2C(=CNC2=CC=C1)S(=O)(=O)C1=CC=CC=C1)C (N-ethyl-N-methyl-3-[3-(phenylsulfonyl)-1H-indol-4-yl]propan-1-amine). Isolated yield 100.0%. RXN SMILES: CC1C=CC(S(OC[CH2:13][CH2:14][C:15]2[CH:23]=[CH:22][CH:21]=[C:20]3[C:16]=2[C:17]([S:24]([C:27]2[CH:32]=[CH:31][CH:30]=[CH:29][CH:28]=2)(=[O:26])=[O:25])=[CH:18][NH:19]3)(=O)=O)=CC=1.[CH2:33]([NH:35][CH3:36])[CH3:34].[CH2:37]1COCC1>[OH-].[Na+]>[CH2:33]([N:35]([CH3:37])[CH2:36][CH2:13][CH2:14][C:15]1[CH:23]=[CH:22][CH:21]=[C:20]2[C:16]=1[C:17]([S:24]([C:27]1[CH:32]=[CH:31][CH:30]=[CH:29][CH:28]=1)(=[O:26])=[O:25])=[CH:18][NH:19]2)[CH3:34] |f:3.4|. The reactants are S1C=CC=2CNCCC21 (4,5,6,7-Tetrahydro-thieno[3,2-c]pyridine), N1N=NC2=C1C=CC=C2 (benzotriazole), ClC1=C(C=O)C=CC=C1 (2-chlorobenzaldehyde). Run in C(C)OCC (diethyl ether). Run at time 3 day. Product: ClC1=C(C=CC=C1)C(N1N=NC2=C1C=CC=C2)N2CC1=C(CC2)SC=C1 (1-[(2-Chlorophenyl)-(6,7-dihydro-4H-thieno[3,2-c]pyridin-5-yl)-methyl]-1H-benzotriazole). The yield is 61.4%. Reaction SMILES: [S:1]1[C:9]2[CH2:8][CH2:7][NH:6][CH2:5][C:4]=2[CH:3]=[CH:2]1.[NH:10]1[C:14]2[CH:15]=[CH:16][CH:17]=[CH:18][C:13]=2[N:12]=[N:11]1.[Cl:19][C:20]1[CH:27]=[CH:26][CH:25]=[CH:24][C:21]=1[CH:22]=O>C(OCC)C>[Cl:19][C:20]1[CH:27]=[CH:26][CH:25]=[CH:24][C:21]=1[CH:22]([N:6]1[CH2:7][CH2:8][C:9]2[S:1][CH:2]=[CH:3][C:4]=2[CH2:5]1)[N:10]1[C:14]2[CH:15]=[CH:16][CH:17]=[CH:18][C:13]=2[N:12]=[N:11]1. Procedure: 4,5,6,7-Tetrahydro-thieno[3,2-c]pyridine (0.5 g, 3.59 mmol), benzotriazole (428 mg, 3.59 mmol), and 2-chlorobenzaldehyde (504 mg, 3.59 mmol) were dissolved in diethyl ether and stirred for 3 days in the presence of molecular sieves (4 Å) under an argon atmosphere at room temperature. After 3 days, the ether was filtered and washed with saturated sodium bicarbonate solution (20 mL). The ether was dried over sodium sulfate, filtered and concentrated. The remaining colorless foam was dissolved in h... As a reaction SMILES: [CH3:23][C:24]#[N:25].[n:11]1([C:16](=[S:17])[n:18]2[cH:19][cH:20][n:21][cH:22]2)[cH:12][n:13][cH:14][cH:15]1.[s:1]1[c:2]([NH2:10])[n:3][c:4]2[c:5]1[CH2:6][CH2:7][CH2:8][CH2:9]2>>[s:1]1[c:2]([NH:10][C:16]([n:11]2[cH:12][n:13][cH:14][cH:15]2)=[S:17])[n:3][c:4]2[c:5]1[CH2:6][CH2:7][CH2:8][CH2:9]2. Product: S=C(Nc1nc2c(s1)CCCC2)n1ccnc1. Starting materials: CC#N, S=C(n1ccnc1)n1ccnc1, Nc1nc2c(s1)CCCC2. Starting materials: Clc1cncc(Cl)c1COC1CCCCO1, C1COCCO1. Yields the product Oc1cncc(Cl)c1COC1CCCCO1. Reaction SMILES: [Cl:1][c:2]1[cH:3][n:4][cH:5][c:6]([Cl:16])[c:7]1[CH2:8][O:9][CH:10]1[O:11][CH2:12][CH2:13][CH2:14][CH2:15]1.[O:17]1[CH2:18][CH2:19][O:20][CH2:21][CH2:22]1>>[Cl:1][c:2]1[cH:3][n:4][cH:5][c:6]([OH:17])[c:7]1[CH2:8][O:9][CH:10]1[O:11][CH2:12][CH2:13][CH2:14][CH2:15]1. Reaction SMILES: Cl[C:2]1[C:11]2[C:6](=[CH:7][C:8]([O:14][CH3:15])=[C:9]([O:12][CH3:13])[CH:10]=2)[N:5]=[CH:4][CH:3]=1.[OH:16][C:17]1[CH:26]=[CH:25][CH:24]=[C:23]2[C:18]=1[CH:19]=[CH:20][CH:21]=[N:22]2.C(=O)([O-])O.[Na+]>C(Cl)(Cl)Cl.CO>[CH3:13][O:12][C:9]1[CH:10]=[C:11]2[C:6](=[CH:7][C:8]=1[O:14][CH3:15])[N:5]=[CH:4][CH:3]=[C:2]2[O:16][C:17]1[CH:26]=[CH:25][CH:24]=[C:23]2[C:18]=1[CH:19]=[CH:20][CH:21]=[N:22]2 |f:2.3,4.5|. Procedure: 4-Chloro-6,7-dimethoxyquinoline (50 mg) and commercially available 5-hydroxyquinoline (50 mg) were mixed and stirred at 170° C. for 10 minutes. The reaction mixture was neutralized with saturated aqueous sodium hydrogen carbonate and then partitioned between water and ethyl acetate, and the ethyl acetate layer was washed with brine and then dried with anhydrous sodium sulfate. After removing the solvent by reduced-pressure distillation, the resulting residue was purified by thin layer chromatogr... Isolated yield 63.3%. Starting materials: ClC1=CC=NC2=CC(=C(C=C12)OC)OC (4-Chloro-6,7-dimethoxyquinoline), OC1=C2C=CC=NC2=CC=C1 (5-hydroxyquinoline), C(O)([O-])=O.[Na+] (sodium hydrogen carbonate). Yields the product COC=1C=C2C(=CC=NC2=CC1OC)OC1=C2C=CC=NC2=CC=C1 (6,7-Dimethoxy-4-(5-quinolyloxy)quinoline). Conditions: temperature 170 celsius, time 10 minute. The solvent is C(Cl)(Cl)Cl.CO (chloroform methanol). Reactants: COc1c(C=O)cc(Br)cc1C1(C)CC1, C1COCCOCCOCCOCCO1, C1CCOC1, [H-], CCOP(=O)(Cc1ccc([N+](=O)[O-])cc1)OCC, [Na+], O. Product: COc1c(C=Cc2ccc([N+](=O)[O-])cc2)cc(Br)cc1C1(C)CC1. As a reaction SMILES: [Br:36][c:37]1[cH:38][c:39]([C:47]2([CH3:50])[CH2:48][CH2:49]2)[c:40]([O:45][CH3:46])[c:41]([CH:42]=[O:43])[cH:44]1.[CH2:3]1[O:4][CH2:5][CH2:6][O:7][CH2:8][CH2:9][O:10][CH2:11][CH2:12][O:13][CH2:14][CH2:15][O:16][CH2:17]1.[CH2:51]1[O:52][CH2:53][CH2:54][CH2:55]1.[H-:1].[N+:18](=[O:19])([O-:20])[c:21]1[cH:22][cH:23][c:24]([CH2:25][P:26](=[O:27])([O:28][CH2:29][CH3:30])[O:31][CH2:32][CH3:33])[cH:34][cH:35]1.[Na+:2].[OH2:56]>>[N+:18](=[O:19])([O-:20])[c:21]1[cH:22][cH:23][c:24]([CH:25]=[CH:42][c:41]2[c:40]([O:45][CH3:46])[c:39]([C:47]3([CH3:50])[CH2:48][CH2:49]3)[cH:38][c:37]([Br:36])[cH:44]2)[cH:34][cH:35]1.